This data is from the Open Reaction Database (ORD), a public repository of structured organic reaction records. The task is: describe an organic reaction: reactants, conditions, products, and yield Starting materials: C#Cc1ccccc1, CCNCC, CCOCC, Cn1cncc1C(O)(c1ccc(Cl)cc1)c1ccc2nc(Cl)cc(-c3cccc(Cl)c3)c2c1, [Cu]I, CN(C)C=O, O. The product is Cn1cncc1C(O)(c1ccc(Cl)cc1)c1ccc2nc(C#Cc3ccccc3)cc(-c3cccc(Cl)c3)c2c1. RXN SMILES: [C:1](#[CH:2])[c:3]1[cH:4][cH:5][cH:6][cH:7][cH:8]1.[CH2:48]([NH:49][CH2:50][CH3:51])[CH3:52].[CH3:53][CH2:54][O:55][CH2:56][CH3:57].[Cl:9][c:10]1[n:11][c:12]2[cH:13][cH:14][c:15]([C:27]([OH:28])([c:29]3[cH:30][n:31][cH:32][n:33]3[CH3:34])[c:35]3[cH:36][cH:37][c:38]([Cl:41])[cH:39][cH:40]3)[cH:16][c:17]2[c:18](-[c:20]2[cH:21][c:22]([Cl:26])[cH:23][cH:24][cH:25]2)[cH:19]1.[Cu:58][I:59].[O:42]=[CH:43][N:44]([CH3:45])[CH3:46].[OH2:47]>>[C:1](#[C:2][c:10]1[n:11][c:12]2[cH:13][cH:14][c:15]([C:27]([OH:28])([c:29]3[cH:30][n:31][cH:32][n:33]3[CH3:34])[c:35]3[cH:36][cH:37][c:38]([Cl:41])[cH:39][cH:40]3)[cH:16][c:17]2[c:18](-[c:20]2[cH:21][c:22]([Cl:26])[cH:23][cH:24][cH:25]2)[cH:19]1)[c:3]1[cH:4][cH:5][cH:6][cH:7][cH:8]1. Yields the product CN1CCC(OC(=O)COC(=O)c2ccccc2Nc2ccnc3c(C(F)(F)F)cccc23)(c2ccccc2)CC1. Starting materials: O=C([O-])[O-], CN(C)C=O, CN1CCC(OC(=O)CCl)(c2ccccc2)CC1, Cl, O=C(O)c1ccccc1Nc1ccnc2c(C(F)(F)F)cccc12, [K+], [K+], [Na]. Reaction SMILES: [C:45](=[O:46])([O-:47])[O-:48].[CH3:51][N:52]([CH3:53])[CH:54]=[O:55].[Cl:2][CH2:3][C:4](=[O:5])[O:6][C:7]1([c:14]2[cH:15][cH:16][cH:17][cH:18][cH:19]2)[CH2:8][CH2:9][N:10]([CH3:13])[CH2:11][CH2:12]1.[ClH:1].[F:21][C:22]([c:23]1[cH:24][cH:25][cH:26][c:27]2[c:28]([NH:33][c:34]3[c:35]([C:36](=[O:37])[OH:38])[cH:39][cH:40][cH:41][cH:42]3)[cH:29][cH:30][n:31][c:32]12)([F:43])[F:44].[K+:49].[K+:50].[Na:20]>>[CH2:3]([C:4](=[O:5])[O:6][C:7]1([c:14]2[cH:15][cH:16][cH:17][cH:18][cH:19]2)[CH2:8][CH2:9][N:10]([CH3:13])[CH2:11][CH2:12]1)[O:38][C:36]([c:35]1[c:34]([NH:33][c:28]2[c:27]3[cH:26][cH:25][cH:24][c:23]([C:22]([F:21])([F:43])[F:44])[c:32]3[n:31][cH:30][cH:29]2)[cH:42][cH:41][cH:40][cH:39]1)=[O:37]. The reactants are CN1CC2CNCC2C1, CCO, Nc1nc(Cl)cc(Cl)n1. Product: CN1CC2CN(c3cc(Cl)nc(N)n3)CC2C1. As a reaction SMILES: [CH3:10][N:11]1[CH2:12][CH:13]2[CH2:14][NH:15][CH2:16][CH:17]2[CH2:18]1.[CH3:19][CH2:20][OH:21].[NH2:1][c:2]1[n:3][c:4]([Cl:9])[cH:5][c:6]([Cl:8])[n:7]1>>[NH2:1][c:2]1[n:3][c:4]([N:15]2[CH2:14][CH:13]3[CH2:12][N:11]([CH3:10])[CH2:18][CH:17]3[CH2:16]2)[cH:5][c:6]([Cl:8])[n:7]1. Reactants: CCCC[N+](CCCC)(CCCC)CCCC, ClCCCCCl, [Na+], [OH-], Oc1ccccc1, O=S(=O)([O-])O. The product is ClCCCCOc1ccccc1. As a reaction SMILES: [CH2:21]([N+:22]([CH2:23][CH2:24][CH2:25][CH3:26])([CH2:27][CH2:28][CH2:29][CH3:30])[CH2:31][CH2:32][CH2:33][CH3:34])[CH2:35][CH2:36][CH3:37].[Cl:10][CH2:11][CH2:12][CH2:13][CH2:14][Cl:15].[Na+:9].[OH-:8].[OH:1][c:2]1[cH:3][cH:4][cH:5][cH:6][cH:7]1.[S:16]([O-:17])([OH:18])(=[O:19])=[O:20]>>[O:1]([c:2]1[cH:3][cH:4][cH:5][cH:6][cH:7]1)[CH2:14][CH2:13][CH2:12][CH2:11][Cl:10]. Starting materials: N(=[N+]=[N-])CC1=CC=CC(=N1)NC(=O)NC=1N=C(SC1)C1=CC=NC=C1 (N-(6-azidomethyl-2-pyridyl)-N′-[2-(4-pyridinyl)-4-thiazolyl]urea). Reagents/catalysts: [OH-].[OH-].[Pd+2] (Pd(OH)2). Run in CCO (EtOH), CCO (EtOH). Run at temperature 45 celsius. Yields the product NCC1=CC=CC(=N1)NC(=O)NC=1N=C(SC1)C1=CC=NC=C1 (N-(6-Aminomethyl-2-pyridyl)-N′-[2-(4-pyridinyl)-4-thiazolyl]urea). RXN SMILES: [N:1]([CH2:4][C:5]1[N:10]=[C:9]([NH:11][C:12]([NH:14][C:15]2[N:16]=[C:17]([C:20]3[CH:25]=[CH:24][N:23]=[CH:22][CH:21]=3)[S:18][CH:19]=2)=[O:13])[CH:8]=[CH:7][CH:6]=1)=[N+]=[N-]>CCO.[OH-].[OH-].[Pd+2]>[NH2:1][CH2:4][C:5]1[N:10]=[C:9]([NH:11][C:12]([NH:14][C:15]2[N:16]=[C:17]([C:20]3[CH:25]=[CH:24][N:23]=[CH:22][CH:21]=3)[S:18][CH:19]=2)=[O:13])[CH:8]=[CH:7][CH:6]=1 |f:2.3.4|. Reported procedure: Pd(OH)2 (70 mg, 0.5 mmol) was suspended in EtOH (5 mL) followed by adding N-(6-azidomethyl-2-pyridyl)-N′-[2-(4-pyridinyl)-4-thiazolyl]urea (70 mg, 0.198 mmol, Example 69) in EtOH (8 mL). The resulting mixture was heated at 45° C. under H2 balloon for 3 h. After cooling to RT, the mixture was filtered by passing through 2 layers of pleated filtered papers. Solvent was removed in vacuo to yield the final compound as a yellow solid. MS m/z: 327.3 (M+H). Calc'd. for C15H14N6OS-326.38. Reactants: COC1=CC=C(C(=O)O)C=C1 (4-methoxybenzoic acid), C(C)O (ethanol), N,N'-carbonyldiimidazole, NC1=NC2=NC(=CC=C2C=C1)OC1=C(C=CC=C1)F (2-amino-7-(2-fluorophenoxy)-1,8-naphthyridine). Solvent: O (water). Run at temperature 4 celsius. The product is FC1=C(OC2=CC=C3C=CC(=NC3=N2)NC(C2=CC=C(C=C2)OC)=O)C=CC=C1 (N-[7-(2-fluorophenoxy)-1,8-naphthyridin-2-yl]-4-methoxybenzamide). The yield is 32.6%. RXN SMILES: [CH3:1][O:2][C:3]1[CH:11]=[CH:10][C:6]([C:7]([OH:9])=O)=[CH:5][CH:4]=1.[NH2:12][C:13]1[CH:22]=[CH:21][C:20]2[C:15](=[N:16][C:17]([O:23][C:24]3[CH:29]=[CH:28][CH:27]=[CH:26][C:25]=3[F:30])=[CH:18][CH:19]=2)[N:14]=1.C(O)C>O>[F:30][C:25]1[CH:26]=[CH:27][CH:28]=[CH:29][C:24]=1[O:23][C:17]1[N:16]=[C:15]2[C:20]([CH:21]=[CH:22][C:13]([NH:12][C:7](=[O:9])[C:6]3[CH:5]=[CH:4][C:3]([O:2][CH3:1])=[CH:11][CH:10]=3)=[N:14]2)=[CH:19][CH:18]=1. Procedure details: The procedure is similar to that described in Example 1, but starting with 4-methoxybenzoic acid (6.1 g), N,N'-carbonyldiimidazole (6.5 g) and 2-amino-7-(2-fluorophenoxy)-1,8-naphthyridine (7.65 g). The product produced by precipitation in water (5.5 g; m.p. 200° C.) is dissolved in boiling ethanol (180 cc). After 2 hours' cooling at 4° C., the crystallised solid is separated by filtration, washed with ethanol (2×10 cc) and dried at 40° C. under reduced pressure (0.067 kPa). N-[7-(2-fluorophenox... Starting materials: CCN(CC)C(=O)c1ccccc1Br, O=C([O-])[O-], C1CNCCN1, Cc1ccccc1, [Cs+], [Cs+], O=C(C=Cc1ccccc1)C=Cc1ccccc1, O=C(C=Cc1ccccc1)C=Cc1ccccc1, O=C(C=Cc1ccccc1)C=Cc1ccccc1, [Pd], [Pd], c1ccc(P(c2ccccc2)c2ccc3ccccc3c2-c2c(P(c3ccccc3)c3ccccc3)ccc3ccccc23)cc1. The product is CCN(CC)C(=O)c1ccccc1N1CCNCC1. As a reaction SMILES: [Br:7][c:8]1[c:9]([C:10](=[O:11])[N:12]([CH2:13][CH3:14])[CH2:15][CH3:16])[cH:17][cH:18][cH:19][cH:20]1.[C:67](=[O:68])([O-:69])[O-:70].[CH2:1]1[CH2:2][NH:3][CH2:4][CH2:5][NH:6]1.[CH3:73][c:74]1[cH:75][cH:76][cH:77][cH:78][cH:79]1.[Cs+:71].[Cs+:72].[O:100]=[C:101]([CH:102]=[CH:103][c:104]1[cH:105][cH:106][cH:107][cH:108][cH:109]1)[CH:110]=[CH:111][c:112]1[cH:113][cH:114][cH:115][cH:116][cH:117]1.[O:118]=[C:119]([CH:120]=[CH:121][c:122]1[cH:123][cH:124][cH:125][cH:126][cH:127]1)[CH:128]=[CH:129][c:130]1[cH:131][cH:132][cH:133][cH:134][cH:135]1.[O:82]=[C:83]([CH:84]=[CH:85][c:86]1[cH:87][cH:88][cH:89][cH:90][cH:91]1)[CH:92]=[CH:93][c:94]1[cH:95][cH:96][cH:97][cH:98][cH:99]1.[Pd:80].[Pd:81].[cH:21]1[cH:22][cH:23][c:24]([P:25]([c:26]2[cH:27][cH:28][c:29]3[c:30]([cH:31][cH:32][cH:33][cH:34]3)[c:35]2-[c:36]2[c:37]3[c:38]([cH:39][cH:40][cH:41][cH:42]3)[cH:43][cH:44][c:45]2[P:46]([c:47]2[cH:48][cH:49][cH:50][cH:51][cH:52]2)[c:53]2[cH:54][cH:55][cH:56][cH:57][cH:58]2)[c:59]2[cH:60][cH:61][cH:62][cH:63][cH:64]2)[cH:65][cH:66]1>>[CH2:1]1[CH2:2][N:3]([c:8]2[c:9]([C:10](=[O:11])[N:12]([CH2:13][CH3:14])[CH2:15][CH3:16])[cH:17][cH:18][cH:19][cH:20]2)[CH2:4][CH2:5][NH:6]1.